This data is from the Open Reaction Database (ORD), a public repository of structured organic reaction records. The task is: describe an organic reaction: reactants, conditions, products, and yield The reactants are COC=1C=C(CC(C(=O)OCC)C#N)C=C(C1OC)OC (Ethyl 3,4,5-trimethoxybenzylcyanoacetate), C(C)(=O)OC(OCC)OCC (diethoxymethyl acetate). Run at temperature 95 celsius. Yields the product C(=O)(OCC)C(C#N)(CC1=CC(=C(C(=C1)OC)OC)OC)C(OCC)OCC (α-Carbethoxy-α-diethoxymethyl-β-[3,4,5-trimethoxyphenyl]propionitrile). Isolated yield 72.7%. RXN SMILES: [CH3:1][O:2][C:3]1[CH:4]=[C:5]([CH:15]=[C:16]([O:20][CH3:21])[C:17]=1[O:18][CH3:19])[CH2:6][CH:7]([C:13]#[N:14])[C:8]([O:10][CH2:11][CH3:12])=[O:9].[C:22]([O:25][CH:26](OCC)[O:27][CH2:28][CH3:29])(=O)[CH3:23]>>[C:8]([C:7]([CH:26]([O:27][CH2:28][CH3:29])[O:25][CH2:22][CH3:23])([CH2:6][C:5]1[CH:15]=[C:16]([O:20][CH3:21])[C:17]([O:18][CH3:19])=[C:3]([O:2][CH3:1])[CH:4]=1)[C:13]#[N:14])([O:10][CH2:11][CH3:12])=[O:9]. Procedure: Ethyl 3,4,5-trimethoxybenzylcyanoacetate (5 g) was mixed with diethoxymethyl acetate (15 g) and heated at 95° C. overnight. The mixture was cooled and crystallized by addition of ether-hexane (1:1, 25 ml). The product was filtered and dried under reduced pressure giving 4.9 g (73%) of white solid, m.p. 95°-97° C. Reactants: CCc1ccc(CC(NC(=O)N2CCC(N3CCc4ccccc4NC3=O)CC2)C(=O)O)cc1CC, CC(=O)N1CCN(C2CCNCC2)CC1. The product is CCc1ccc(CC(NC(=O)N2CCC(N3CCc4ccccc4NC3=O)CC2)C(=O)N2CCC(N3CCN(C(C)=O)CC3)CC2)cc1CC. RXN SMILES: [CH2:1]([CH3:2])[c:3]1[cH:4][c:5]([CH2:11][CH:12]([C:13](=[O:14])[OH:15])[NH:16][C:17](=[O:18])[N:19]2[CH2:20][CH2:21][CH:22]([N:25]3[C:26](=[O:36])[NH:27][c:28]4[c:29]([cH:32][cH:33][cH:34][cH:35]4)[CH2:30][CH2:31]3)[CH2:23][CH2:24]2)[cH:6][cH:7][c:8]1[CH2:9][CH3:10].[NH:37]1[CH2:38][CH2:39][CH:40]([N:43]2[CH2:44][CH2:45][N:46]([C:49]([CH3:50])=[O:51])[CH2:47][CH2:48]2)[CH2:41][CH2:42]1>>[CH2:1]([CH3:2])[c:3]1[cH:4][c:5]([CH2:11][CH:12]([C:13](=[O:14])[N:37]2[CH2:38][CH2:39][CH:40]([N:43]3[CH2:44][CH2:45][N:46]([C:49]([CH3:50])=[O:51])[CH2:47][CH2:48]3)[CH2:41][CH2:42]2)[NH:16][C:17](=[O:18])[N:19]2[CH2:20][CH2:21][CH:22]([N:25]3[C:26](=[O:36])[NH:27][c:28]4[c:29]([cH:32][cH:33][cH:34][cH:35]4)[CH2:30][CH2:31]3)[CH2:23][CH2:24]2)[cH:6][cH:7][c:8]1[CH2:9][CH3:10]. Starting materials: FC(C(=O)O)(F)F (Trifluoroacetic acid), CC(CC1(CCN(CC1)C(=O)OC(C)(C)C)C(=O)OCC)=C (1-(1,1-dimethylethyl) 4-ethyl 4-(2-methyl-2-propenyl)-1,4-piperidinedicarboxylate). Solvent: ClCCl (dichloromethane). Conditions: time 8 hour. Yields the product CC1(OC(C2(C1)CCNCC2)=O)C (3,3-Dimethyl-2-oxa-8-azaspiro[4.5]decan-1-one). The yield is 87.2%. RXN SMILES: FC(F)(F)C(O)=O.[CH3:8][C:9](=[CH2:29])[CH2:10][C:11]1([C:24]([O:26]CC)=[O:25])[CH2:16][CH2:15][N:14](C(OC(C)(C)C)=O)[CH2:13][CH2:12]1>ClCCl>[CH3:8][C:9]1([CH3:29])[CH2:10][C:11]2([CH2:16][CH2:15][NH:14][CH2:13][CH2:12]2)[C:24](=[O:26])[O:25]1. Procedure details: Trifluoroacetic acid (50 mL) was added to a solution of 1-(1,1-dimethylethyl) 4-ethyl 4-(2-methyl-2-propenyl)-1,4-piperidinedicarboxylate (Description 89, 10.86 g, 35 mmol) in dichloromethane (10 mL) and the mixture was stirred at 50 C for 8 hours. The mixture was cooled and the solvent was evaporated under reduced pressure. Ether (50 mL) was added and the mixture was extracted with hydrochloric acid (1M, 3×50 mL). The combined aqueous fractions were washed with ether (2×50 mL), adjusted to pH 1... The reactants are FC=1C=C(C#N)C=C(C1)C (3-Fluoro-5-methylbenzonitrile), BrN1C(CCC1=O)=O (N-Bromosuccinimide), CC(C)(C#N)N=NC(C)(C)C#N (AIBN). The solvent is C(C)#N (acetonitrile), petroleum ether. Run at temperature 70 celsius, time 15 minute. Product: BrCC=1C=C(C#N)C=C(C1)F (3-(Bromomethyl)-5-fluorobenzonitrile). Reaction SMILES: [F:1][C:2]1[CH:3]=[C:4]([CH:7]=[C:8]([CH3:10])[CH:9]=1)[C:5]#[N:6].[Br:11]N1C(=O)CCC1=O.CC(N=NC(C#N)(C)C)(C#N)C>C(#N)C>[Br:11][CH2:10][C:8]1[CH:7]=[C:4]([CH:3]=[C:2]([F:1])[CH:9]=1)[C:5]#[N:6]. Procedure details: 3-Fluoro-5-methylbenzonitrile (Hognda Trading; 100 g, 0.74 mol) was taken in acetonitrile (1 L) at 25° C. under nitrogen atmosphere. N-Bromosuccinimide (105 g, 0.59 mol) and AIBN (2.4 g, 0.014 mol) were added and the reaction mixture was heated at 70° C. for 1 h 20 minutes. The reaction mixture was cooled to 25° C. and concentrated. The residue was diluted, cooled to 0-5° C. and stirred for 15 minutes at the same temperature. The precipitated succinimide was filtered and the filtrate was concent... Starting materials: C(#N)C(CN1C=NC=C1)(CCCC)C1=CC=C(C=C1)SC1=CC=CC=C1 (1-[2-cyano-2-(4-phenylthiophenyl)hexyl]imidazole), ClC=1C=C(C(=O)OO)C=CC1 (m-chloroperoxybenzoic acid), CCOCC (ether), [N+](=O)(O)[O-] (nitric acid). Solvent: C(Cl)Cl (methylene chloride). Conditions: time 8 hour. Yields the product C(#N)C(CN1C=NC=C1)(CCCC)C1=CC=C(C=C1)S(=O)C1=CC=CC=C1 (1-[2-Cyano-2-(4-phenylsulfinylphenyl)hexyl]imidazole). The yield is 92.7%. As a reaction SMILES: [C:1]([C:3]([C:14]1[CH:19]=[CH:18][C:17]([S:20][C:21]2[CH:26]=[CH:25][CH:24]=[CH:23][CH:22]=2)=[CH:16][CH:15]=1)([CH2:10][CH2:11][CH2:12][CH3:13])[CH2:4][N:5]1[CH:9]=[CH:8][N:7]=[CH:6]1)#[N:2].ClC1C=C(C=CC=1)C(OO)=[O:32].[N+]([O-])(O)=O.CCOCC>C(Cl)Cl>[C:1]([C:3]([C:14]1[CH:15]=[CH:16][C:17]([S:20]([C:21]2[CH:22]=[CH:23][CH:24]=[CH:25][CH:26]=2)=[O:32])=[CH:18][CH:19]=1)([CH2:10][CH2:11][CH2:12][CH3:13])[CH2:4][N:5]1[CH:9]=[CH:8][N:7]=[CH:6]1)#[N:2]. Procedure: To a solution of 4 g (0.01 mole) of 1-[2-cyano-2-(4-phenylthiophenyl)hexyl]imidazole in 25 ml of methylene chloride is added 2.5 g (0.012 mole) of 85% m-chloroperoxybenzoic acid in small portions at 0°. The mixture is stirred at room temperature overnight. To the reaction mixture is added conc. nitric acid until it is strongly acidic. To this solution is added 150 ml of anhydrous ether. The gummy solid precipitates are washed with ether and back neutralized with dilute NH4OH solution. The free b... Starting materials: COc1ccc2cc(O)ccc2c1, COc1cc2nccc(Cl)c2cc1OC. Yields the product COc1ccc2cc(Oc3ccnc4cc(OC)c(OC)cc34)ccc2c1. As a reaction SMILES: [CH3:16][O:17][c:18]1[cH:19][c:20]2[cH:21][cH:22][c:23]([OH:28])[cH:24][c:25]2[cH:26][cH:27]1.[Cl:1][c:2]1[cH:3][cH:4][n:5][c:6]2[cH:7][c:8]([O:14][CH3:15])[c:9]([O:12][CH3:13])[cH:10][c:11]12>>[c:2]1([O:28][c:23]2[cH:22][cH:21][c:20]3[cH:19][c:18]([O:17][CH3:16])[cH:27][cH:26][c:25]3[cH:24]2)[cH:3][cH:4][n:5][c:6]2[cH:7][c:8]([O:14][CH3:15])[c:9]([O:12][CH3:13])[cH:10][c:11]12. The reactants are BrCC(=O)C1=C(C=C(C(=C1)S(N)(=O)=O)Cl)Cl (2-bromo-2',4'-dichloro-5'-sulfamoylacetophenone), C(C1=CC=CC=C1)NC(=S)NC (1-benzyl-3-methyl-thiourea). Product: Br.C(C1=CC=CC=C1)N=C1SCC(N1C)(O)C1=C(C=C(C(=C1)S(N)(=O)=O)Cl)Cl (2-Benzylimino-4-(2,4-dichloro-5-sulfamoylphenyl)-3-methyl-1,3-thiazolidine-4-ol-hydrobromide). RXN SMILES: [Br:1][CH2:2][C:3]([C:5]1[CH:10]=[C:9]([S:11](=[O:14])(=[O:13])[NH2:12])[C:8]([Cl:15])=[CH:7][C:6]=1[Cl:16])=[O:4].[CH2:17]([NH:24][C:25]([NH:27][CH3:28])=[S:26])[C:18]1[CH:23]=[CH:22][CH:21]=[CH:20][CH:19]=1>>[BrH:1].[CH2:17]([N:24]=[C:25]1[N:27]([CH3:28])[C:3]([C:5]2[CH:10]=[C:9]([S:11](=[O:14])(=[O:13])[NH2:12])[C:8]([Cl:15])=[CH:7][C:6]=2[Cl:16])([OH:4])[CH2:2][S:26]1)[C:18]1[CH:23]=[CH:22][CH:21]=[CH:20][CH:19]=1 |f:2.3|. Reported procedure: was obtained in a manner analogous to the method described in Example 10 from 3.5 g of 2-bromo-2',4'-dichloro-5'-sulfamoylacetophenone and 1.8 g of 1-benzyl-3-methyl-thiourea. Mp. 173° C (decomposition).